This data is from the Open Reaction Database (ORD), a public repository of structured organic reaction records. The task is: describe an organic reaction: reactants, conditions, products, and yield Starting materials: C1(CCCCC1)C(=O)N1CCC2=CC(=CC=C12)S(=O)(=O)N (1-(cyclohexanecarbonyl)indoline-5-sulfonamide), N1CCC2=CC(=CC=C12)S(=O)(=O)N (indoline-5-sulfonamide), N1CCC2=CC(=CC=C12)S(=O)(=O)N (indoline-5-sulfonamide), ClCC(=O)Cl (2-chloroacetyl chloride). Product: ClCC(=O)N1CCC2=CC(=CC=C12)S(=O)(=O)N (1-(2-Chloroacetyl)indoline-5-sulfonamide). Isolated yield 23.0%. RXN SMILES: [CH:1]1([C:7]([N:9]2[C:17]3[C:12](=[CH:13][C:14]([S:18]([NH2:21])(=[O:20])=[O:19])=[CH:15][CH:16]=3)[CH2:11][CH2:10]2)=[O:8])CCCCC1.N1C2C(=CC(S(N)(=O)=O)=CC=2)CC1.[Cl:35]CC(Cl)=O>>[Cl:35][CH2:1][C:7]([N:9]1[C:17]2[C:12](=[CH:13][C:14]([S:18]([NH2:21])(=[O:20])=[O:19])=[CH:15][CH:16]=2)[CH2:11][CH2:10]1)=[O:8]. Procedure: Following a procedure analogous to that for the synthesis of Intermediate 55, indoline-5-sulfonamide (Intermediate 54A, 500 mg, 2.52 mmol) and 2-chloroacetyl chloride (221 μL, 2.77 mmol) were converted to the title compound (160 mg, 23%). 1H NMR (DMSO-d6) δ 8.13 (d, J=8.1 Hz, 1H), 7.68-7.66 (m, 2H), 7.24 (s, 2H), 4.58 (s, 2H), 4.20 (t, J=8.5 Hz, 2H), 3.24 (t, J=8.5 Hz, 2H); MS(ESI+) m/z 275.0 (M+H)+. The reactants are N1C=CC2=C(C=CC=C12)NS(=O)(=O)C1=CC=C(C=C1)NC(C)=O (N-[4-(1H-indol-4-ylsulfamoyl)-phenyl]-acetamide), Cl (HCl). Solvent: [OH-].[Na+] (NaOH). Product: NC1=CC=C(C=C1)S(=O)(=O)NC1=C2C=CNC2=CC=C1 (4-amino-N-(1H-indol-4-yl)-benzenesulfonamide). Isolated yield 65.7%. Reaction SMILES: [NH:1]1[C:9]2[C:4](=[C:5]([NH:10][S:11]([C:14]3[CH:19]=[CH:18][C:17]([NH:20]C(=O)C)=[CH:16][CH:15]=3)(=[O:13])=[O:12])[CH:6]=[CH:7][CH:8]=2)[CH:3]=[CH:2]1.Cl>[OH-].[Na+]>[NH2:20][C:17]1[CH:18]=[CH:19][C:14]([S:11]([NH:10][C:5]2[CH:6]=[CH:7][CH:8]=[C:9]3[C:4]=2[CH:3]=[CH:2][NH:1]3)(=[O:13])=[O:12])=[CH:15][CH:16]=1 |f:2.3|. Procedure details: 0.15 g (0.00045 mol) of N-[4-(1H-indol-4-ylsulfamoyl)-phenyl]-acetamide was dissolved in 4 ml of 1N NaOH and boiled at reflux for 1 hour. After cooling the mixture was adjusted to pH 6 with 0.1N HCl and the precipitate which separated was filtered off. The material on the suction filter was washed with copious water and dried. It was subsequently chromatographed on silica gel with ethyl acetate/hexane 1:1. There was obtained 0.085 g (66%) of 4-amino-N-(1H-indol-4-yl)-benzenesulfonamide as a whit... Reactants: [N+](=O)([O-])C1=CC=CC=2C(C3=CC=CC=C3C(C12)=O)=O (1-nitroanthraquinone), BrBr (bromine), BrBr (bromine), resultant suspension, BrBr (bromine), BrBr (bromine), [N+](=O)([O-])C1=CC=CC=2C(C3=CC=CC=C3C(C12)=O)=O (1-nitroanthraquinone). The solvent is ClC1=CC=CC=C1 (chlorobenzene). Run at temperature 240 celsius. Yields the product BrC1=CC=CC=2C(C3=CC=CC=C3C(C12)=O)=O (1-bromoanthraquinone). RXN SMILES: [N+]([C:4]1[C:17]2[C:16](=[O:18])[C:15]3[C:10](=[CH:11][CH:12]=[CH:13][CH:14]=3)[C:9](=[O:19])[C:8]=2[CH:7]=[CH:6][CH:5]=1)([O-])=O.[Br:20]Br>ClC1C=CC=CC=1>[Br:20][C:4]1[C:17]2[C:16](=[O:18])[C:15]3[C:10](=[CH:11][CH:12]=[CH:13][CH:14]=3)[C:9](=[O:19])[C:8]=2[CH:7]=[CH:6][CH:5]=1. Procedure details: In an apparatus as described in Example 1, 1265 parts pf 1-nitroanthraquinone are melted by heating to 240° C. and then elemental bromine is pumped in, with efficient stirring, at 245°-250° C. The rate of addition is so chosen that gentle bromine reflux is constantly mantained in the reflux condenser. After about 624 parts of bromine have been added over about 10 hours, no more bromine is taken up by the reaction mixture and the presence of 1-nitroanthraquinone can no longer be detected in a thi...